From a dataset of the Open Reaction Database (ORD), a public repository of structured organic reaction records. describe an organic reaction: reactants, conditions, products, and yield Starting materials: CCc1cncc2cccc(OC3CCC(NC(=O)OC(C)(C)C)CC3)c12, CO, Cl. Yields the product Cl, CCc1cncc2cccc(OC3CCC(N)CC3)c12. Reaction SMILES: [C:1]([O:2][C:3](=[O:4])[NH:8][CH:9]1[CH2:10][CH2:11][CH:12]([O:15][c:16]2[c:17]3[c:18]([CH2:26][CH3:27])[cH:19][n:20][cH:21][c:22]3[cH:23][cH:24][cH:25]2)[CH2:13][CH2:14]1)([CH3:5])([CH3:6])[CH3:7].[CH3:28][OH:29].[ClH:30]>>[ClH:30].[NH2:8][CH:9]1[CH2:10][CH2:11][CH:12]([O:15][c:16]2[c:17]3[c:18]([CH2:26][CH3:27])[cH:19][n:20][cH:21][c:22]3[cH:23][cH:24][cH:25]2)[CH2:13][CH2:14]1. Run at time 3 hour. The solvent is CCOCC (ether). Isolated yield 96.0%. Procedure details: Sulfuryl chloride (0.16 ml) was added to acetic acid (14 ml) solution of 2-{2,5-bis(trifluoromethyl)phenyl}amino-3-isobutyl-6-trifluoromethyl-4(3H)-pyrimidinone (630 mg, 1.41 mmol), followed by stirring at room temperature for 3 hours. After completion of the reaction, ether (50 ml) and saturated sodium bicarbonate aqueous solution (50 ml) were added to the reaction solution to separate the organic layer, and the resulting aqueous layer was extracted with ether (30 ml×2). The thus obtained ether... Starting materials: S(=O)(=O)(Cl)Cl (Sulfuryl chloride), C(C)(=O)O (acetic acid), FC(C1=C(C=C(C=C1)C(F)(F)F)NC1=NC(=CC(N1CC(C)C)=O)C(F)(F)F)(F)F (2-{2,5-bis(trifluoromethyl)phenyl}amino-3-isobutyl-6-trifluoromethyl-4(3H)-pyrimidinone), C([O-])(O)=O.[Na+] (sodium bicarbonate). The product is FC(C1=C(C=C(C=C1)C(F)(F)F)NC1=NC(=C(C(N1CC(C)C)=O)Cl)C(F)(F)F)(F)F (2-{2,5-bis(trifluoromethyl)phenyl}amino-5-chloro-3-isobutyl-6-trifluoromethyl-4(3H)-pyrimidinone). As a reaction SMILES: S(Cl)([Cl:4])(=O)=O.C(O)(=O)C.[F:10][C:11]([F:39])([F:38])[C:12]1[CH:17]=[CH:16][C:15]([C:18]([F:21])([F:20])[F:19])=[CH:14][C:13]=1[NH:22][C:23]1[N:28]([CH2:29][CH:30]([CH3:32])[CH3:31])[C:27](=[O:33])[CH:26]=[C:25]([C:34]([F:37])([F:36])[F:35])[N:24]=1.C(=O)(O)[O-].[Na+]>CCOCC>[F:39][C:11]([F:38])([F:10])[C:12]1[CH:17]=[CH:16][C:15]([C:18]([F:20])([F:19])[F:21])=[CH:14][C:13]=1[NH:22][C:23]1[N:28]([CH2:29][CH:30]([CH3:32])[CH3:31])[C:27](=[O:33])[C:26]([Cl:4])=[C:25]([C:34]([F:35])([F:36])[F:37])[N:24]=1 |f:3.4|.